This data is from the Open Reaction Database (ORD), a public repository of structured organic reaction records. The task is: describe an organic reaction: reactants, conditions, products, and yield Yield: 51.0%. Solvent: C(C)(=O)OCC (ethyl acetate). Reaction SMILES: F[C:2]1[CH:3]=[C:4]([CH:12]2[CH2:17][C:16]3([CH:22]=C[C:20]4[CH:23]=[CH:24][CH:25]=[CH:26][C:19]=4[O:18]3)[CH2:15]CN2CC(OCC)=O)[CH:5]=[C:6](F)[C:7]=1[O:8]CC.[C:33](=[O:36])([O-])[OH:34].[Na+].[CH2:38](I)[CH3:39].[CH3:41][N:42]([CH3:45])[CH:43]=O>C(OCC)(=O)C>[OH:8][C:7]1[CH:6]=[CH:5][C:4]([C:12]2[C:20]3[CH:23]=[CH:24][CH:25]=[CH:26][C:19]=3[O:18][C:16]3([CH2:22][CH2:43][N:42]([CH2:45][C:33]([O:34][CH2:38][CH3:39])=[O:36])[CH2:41][CH2:15]3)[CH:17]=2)=[CH:3][CH:2]=1 |f:1.2|. Conditions: temperature 0.8 celsius. Procedure: To a mixture of 1′-carboxymethyl-4-(4-hydroxyphenyl)spiro[2H-1-benzopyran-2,4′-piperidine]-1′-acetate (432 mg, 1 mmol., prepared according to Example 42), sodium hydrogen carbonate (176 mg, 2.1 mmol) in dry N,N-dimethylformamide (25 cm3) was added ethyl iodide (0.088 cm3, 1.1 mmol) and the mixture was heated to 0.80° C. for 2 h. Upon cooling, it was diluted with ethyl acetate (100 cm3) and washed with water (5×100 cm3). The organic solution was then dried over sodium sulfate before the solvent w... The product is OC1=CC=C(C=C1)C1=CC2(CCN(CC2)CC(=O)OCC)OC2=C1C=CC=C2 (ethyl 4-(4-hydroxyphenyl)spiro[2H-1-benzopyran-2,4′-piperidine]-1′-acetate). The reactants are FC=1C=C(C=C(C1OCC)F)C1N(CCC2(C1)OC1=C(C=C2)C=CC=C1)CC(=O)OCC (ethyl (3,5-difluoro-4-ethoxyphenyl)spiro[2H-1-benzopyran-2,4-piperidine]-1′-acetate), C(O)([O-])=O.[Na+] (sodium hydrogen carbonate), CN(C=O)C (N,N-dimethylformamide), C(C)I (ethyl iodide). Starting materials: CCNCC, Cc1ccccc1, Cn1c(=O)c2c(ncn2Cc2noc(CCl)n2)n(C)c1=O. The product is CCN(CC)Cc1nc(Cn2cnc3c2c(=O)n(C)c(=O)n3C)no1, Cl. Reaction SMILES: [CH2:22]([CH3:23])[NH:24][CH2:25][CH3:26].[CH3:27][c:28]1[cH:29][cH:30][cH:31][cH:32][cH:33]1.[Cl:1][CH2:2][c:3]1[n:4][c:5]([CH2:8][n:9]2[cH:10][n:11][c:12]3[n:13]([CH3:21])[c:14](=[O:20])[n:15]([CH3:16])[c:17](=[O:19])[c:18]23)[n:6][o:7]1>>[CH2:2]([c:3]1[n:4][c:5]([CH2:8][n:9]2[cH:10][n:11][c:12]3[n:13]([CH3:21])[c:14](=[O:20])[n:15]([CH3:16])[c:17](=[O:19])[c:18]23)[n:6][o:7]1)[N:24]([CH2:22][CH3:23])[CH2:25][CH3:26].[ClH:1]. Reactants: OC1=CC=C(C=C1)S(=O)(=O)C1=CC=C(N)C=C1 (4-(4'-hydroxyphenylsulfonyl)aniline), N1=CC=CC=C1 (pyridine), [N+](=O)([O-])C1=CC=CC=C1 (nitrobenzene), ice, C(C=C)(=O)Cl (acrylic acid chloride). Run in O1CCCC1 (tetrahydrofuran), O (water). Reaction conditions: time 30 minute. Product: OC1=CC=C(C=C1)S(=O)(=O)C1=CC=C(C=C1)NC(C=C)=O (N-[4-(4 -hydroxyphenylsulfonyl) phenyl]-acrylamide). As a reaction SMILES: [OH:1][C:2]1[CH:7]=[CH:6][C:5]([S:8]([C:11]2[CH:17]=[CH:16][C:14]([NH2:15])=[CH:13][CH:12]=2)(=[O:10])=[O:9])=[CH:4][CH:3]=1.N1C=CC=CC=1.[N+](C1C=CC=CC=1)([O-])=O.[C:33](Cl)(=[O:36])[CH:34]=[CH2:35]>O.O1CCCC1>[OH:1][C:2]1[CH:3]=[CH:4][C:5]([S:8]([C:11]2[CH:17]=[CH:16][C:14]([NH:15][C:33](=[O:36])[CH:34]=[CH2:35])=[CH:13][CH:12]=2)(=[O:10])=[O:9])=[CH:6][CH:7]=1. Procedure details: A mixture of 4-(4'-hydroxyphenylsulfonyl)aniline (23.3 g), pyridine (9.4 g) and nitrobenzene (1 ml) is added to 400 ml of tetrahydrofuran. To the ice-cooled solution, 9.0 g of acrylic acid chloride is added dropwise and stirred for 30 min. The stirred mixture is added to 2,000 ml of water and the precipitating crystal is separated by filtration. The resulting crystal is recrystallized with ethanol to obtain the end compound in an amount of 28.5 g. The structure of this compound is verified by IR... The solvent is O (water), CCOC(=O)C (EtOAc), O (water). The reactants are BrC1=CC(=C(C=C1)N(CCO)C)[N+](=O)[O-] (2-((4-bromo-2-nitrophenyl)(methyl)amino)ethanol), [Cl-].[NH4+] (ammonium chloride). Procedure details: Iron (1.5 g, 26.2 mmol) and ammonium chloride (0.39 g, 1.0 eq) in water (8 mL) was heated to reflux for 0.5 hours. 2-((4-bromo-2-nitrophenyl)(methyl)amino)ethanol (25B) (2.0 g, 7.27 mmol) was slowly added. The reaction mixture was heated to reflux for 14 hours, cooled to rt, diluted with water and EtOAc and filtered through Celite. The aqueous phase was extracted with EtOAc. The combined organic phases were washed with brine, dried over Na2SO4, filtered, and concentrated under reduced pressure. ... Yield: 76.3%. The reagents and catalysts are [Fe] (Iron). RXN SMILES: [Cl-].[NH4+].[Br:3][C:4]1[CH:9]=[CH:8][C:7]([N:10]([CH3:14])[CH2:11][CH2:12][OH:13])=[C:6]([N+:15]([O-])=O)[CH:5]=1>O.CCOC(C)=O.[Fe]>[NH2:15][C:6]1[CH:5]=[C:4]([Br:3])[CH:9]=[CH:8][C:7]=1[N:10]([CH3:14])[CH2:11][CH2:12][OH:13] |f:0.1|. Product: NC1=C(C=CC(=C1)Br)N(CCO)C (2-((2-amino-4-bromophenyl)(methyl)amino)ethanol). The reactants are aqueous solution, C(=C)C1C(=O)NCCCC1 (vinyl caprolactam), CN(C)CCCC=C(C(=O)N)C (dimethylamino propyl methacrylamide), C(C(=C)C)(=O)OCCO (2-hydroxyethyl methacrylate). Run in O (water). Run at temperature 60 celsius. The product is CC(=C)C(=O)NCCCN(C)C.CC(=C)C(=O)OCCO (DMAPMA HEMA). As a reaction SMILES: [CH:1]([CH:3]1[CH2:10][CH2:9][CH2:8][CH2:7][NH:6][C:4]1=[O:5])=C.[CH3:11][N:12](CCCC=C(C)C(N)=O)[CH3:13].[C:23]([O:28][CH2:29][CH2:30][OH:31])(=[O:27])[C:24]([CH3:26])=[CH2:25]>O>[CH3:1][C:3]([C:4]([NH:6][CH2:7][CH2:8][CH2:9][N:12]([CH3:13])[CH3:11])=[O:5])=[CH2:10].[CH3:26][C:24]([C:23]([O:28][CH2:29][CH2:30][OH:31])=[O:27])=[CH2:25] |f:4.5|. Procedure details: Five hundred grams (500 g) of de-ionized water was added to 1000 g of a 30% aqueous solution of a terpolymer of vinyl caprolactam (VCap), dimethylamino propyl methacrylamide (DMAPMA), and 2-hydroxyethyl methacrylate (HEMA). GMA (12 g) was added drop-wise with continuous stirring. The obtained solution was heated at 60° C. for one hour. The resulting product was freeze dried to render a solid, white powder. A representative structure for the polymeric reaction is presented below, wherein x+y+z+a=... The reactants are [Li]CCCC, CCCCCC, [Li]CCl, ClCBr, CC(C(=O)c1ccc(F)cc1F)c1ncccn1. Yields the product CC(c1ncccn1)C1(c2ccc(F)cc2F)CO1. As a reaction SMILES: [CH2:25]([Li:26])[CH2:27][CH2:28][CH3:29].[CH3:30][CH2:31][CH2:32][CH2:33][CH2:34][CH3:35].[Cl:19][CH2:20][Li:21].[Cl:22][CH2:23][Br:24].[F:1][c:2]1[c:3]([C:9]([CH:10]([CH3:11])[c:12]2[n:13][cH:14][cH:15][cH:16][n:17]2)=[O:18])[cH:4][cH:5][c:6]([F:8])[cH:7]1>>[F:1][c:2]1[c:3]([C:9]2([CH:10]([CH3:11])[c:12]3[n:13][cH:14][cH:15][cH:16][n:17]3)[O:18][CH2:20]2)[cH:4][cH:5][c:6]([F:8])[cH:7]1. Reactants: C([O-])([O-])=O.[K+].[K+] (potassium carbonate), Cl.CN(CC)CCCl (2-(N-methyl-N-ethylamino)ethyl chloride hydrochloride), COC1=CC=C(C=C1)[C@@H]1SC2=C(NC([C@@H]1OC(C1=CC(=C(C=C1)Cl)[N+](=O)[O-])=O)=O)C=CC=C2 ((-)-cis-2-(4-methoxyphenyl)-3-(4-chloro-3-nitrobenzoyloxy)-2,3-dihydro-1,5-benzothiazepin-4(5H)-one). Run in CC(=O)C (acetone). Yields the product C(C(=O)O)(=O)O.COC1=CC=C(C=C1)[C@@H]1SC2=C(N(C([C@@H]1OC(C1=CC(=C(C=C1)Cl)[N+](=O)[O-])=O)=O)CCN(CC)C)C=CC=C2 ((+)-cis-2-(4-methoxyphenyl)-3-(4-chloro-3-nitrobenzoyloxy)-5-[2-(N-methyl-N-ethylamino)ethyl]-2,3-dihydro-1,5-benzothiazepin-4(5H)-one oxalate). The yield is 160.6%. RXN SMILES: [CH3:1][O:2][C:3]1[CH:8]=[CH:7][C:6]([C@H:9]2[C@@H:15]([O:16][C:17](=[O:28])[C:18]3[CH:23]=[CH:22][C:21]([Cl:24])=[C:20]([N+:25]([O-:27])=[O:26])[CH:19]=3)[C:14](=[O:29])[NH:13][C:12]3[CH:30]=[CH:31][CH:32]=[CH:33][C:11]=3[S:10]2)=[CH:5][CH:4]=1.[C:34](=[O:37])([O-:36])[O-].[K+].[K+].Cl.[CH3:41][N:42]([CH2:45][CH2:46]Cl)[CH2:43][CH3:44]>CC(C)=O>[C:17]([OH:28])(=[O:16])[C:34]([OH:36])=[O:37].[CH3:1][O:2][C:3]1[CH:4]=[CH:5][C:6]([C@H:9]2[C@@H:15]([O:16][C:17](=[O:28])[C:18]3[CH:23]=[CH:22][C:21]([Cl:24])=[C:20]([N+:25]([O-:27])=[O:26])[CH:19]=3)[C:14](=[O:29])[N:13]([CH2:44][CH2:43][N:42]([CH3:41])[CH2:45][CH3:46])[C:12]3[CH:30]=[CH:31][CH:32]=[CH:33][C:11]=3[S:10]2)=[CH:7][CH:8]=1 |f:1.2.3,4.5,7.8|. Procedure: 970 mg of (-)-cis-2-(4-methoxyphenyl)-3-(4-chloro-3-nitrobenzoyloxy)-2,3-dihydro-1,5-benzothiazepin-4(5H)-one are dissolved in 20 ml of acetone, and 690 mg of potassium carbonate and 410 mg of 2-(N-methyl-N-ethylamino)ethyl chloride hydrochloride are added thereto. The mixture is refluxed for 3 hours under stirring. After the reaction, the mixture is evaporated under reduced pressure to remove solvent. Ethyl acetate is added to the residue, and the mixture is washed with water. The ethyl acetate...